describe an organic reaction: reactants, conditions, products, and yield From a dataset of the Open Reaction Database (ORD), a public repository of structured organic reaction records. The reactants are CC(=O)OI1(C=2C=CC=CC2C(=O)O1)(OC(=O)C)OC(=O)C (Dess-Martin), C(C)(=O)N1C(C(N(C(=C1)C1=CC=CC=C1)CC(=O)N[C@H](C(O)C=1OCC(N1)(C)C)CC1=CC=CC=C1)=O)C(C)C ((1RS,2S)-2-{(3RS)-4-acetyl-3-isopropyl-2-oxo-6-phenyl-1,2,3,4-tetrahydropyrazin-1-yl}methylcarbonylamino-1-(4,4-dimethyl-4,5-dihydro-1,3-oxazol-2-yl)-3-phenyl-1-propanol), C(O)([O-])=O.[Na+] (sodium hydrogencarbonate), S(=S)(=O)([O-])[O-].[Na+].[Na+] (sodium thiosulfate). The solvent is C(Cl)Cl (methylene chloride), C(C)(C)(C)O (tert-butanol). Run at time 1 day. The product is C(C)(=O)N1C(C(N(C(=C1)C1=CC=CC=C1)CC(=O)N[C@H](C(=O)C=1OCC(N1)(C)C)CC1=CC=CC=C1)=O)C(C)C ((2S)-2-{(3RS)-4-Acetyl-3-isopropyl-2-oxo-6-phenyl-1,2,3,4-tetrahydropyrazin-1-yl}methylcarbonylamino-1-(4,4-dimethyl-4,5-dihydro-1,3-oxazol-2-yl)-1-oxo-3-phenylpropane). Yield: 47.1%. Reaction SMILES: CC(OI1(OC(C)=O)(OC(C)=O)OC(=O)C2C=CC=CC1=2)=O.[C:23]([N:26]1[CH:31]=[C:30]([C:32]2[CH:37]=[CH:36][CH:35]=[CH:34][CH:33]=2)[N:29]([CH2:38][C:39]([NH:41][C@@H:42]([CH2:52][C:53]2[CH:58]=[CH:57][CH:56]=[CH:55][CH:54]=2)[CH:43]([C:45]2[O:46][CH2:47][C:48]([CH3:51])([CH3:50])[N:49]=2)[OH:44])=[O:40])[C:28](=[O:59])[CH:27]1[CH:60]([CH3:62])[CH3:61])(=[O:25])[CH3:24].C(=O)([O-])O.[Na+].S([O-])([O-])(=O)=S.[Na+].[Na+]>C(Cl)Cl.C(O)(C)(C)C>[C:23]([N:26]1[CH:31]=[C:30]([C:32]2[CH:37]=[CH:36][CH:35]=[CH:34][CH:33]=2)[N:29]([CH2:38][C:39]([NH:41][C@@H:42]([CH2:52][C:53]2[CH:54]=[CH:55][CH:56]=[CH:57][CH:58]=2)[C:43]([C:45]2[O:46][CH2:47][C:48]([CH3:51])([CH3:50])[N:49]=2)=[O:44])=[O:40])[C:28](=[O:59])[CH:27]1[CH:60]([CH3:62])[CH3:61])(=[O:25])[CH3:24] |f:2.3,4.5.6|. Procedure: Dess-Martin oxidizing reagent (293 mg) and tert-butanol (650 μl) are added to a solution of (1RS,2S)-2-{(3RS)-4-acetyl-3-isopropyl-2-oxo-6-phenyl-1,2,3,4-tetrahydropyrazin-1-yl}methylcarbonylamino-1-(4,4-dimethyl-4,5-dihydro-1,3-oxazol-2-yl)-3-phenyl-1-propanol (93.3 mg, Compound No. 9-1) in methylene chloride (2.5 ml), and the mixture is stirred for one day. A saturated aqueous sodium hydrogencarbonate solution (6 ml) and an aqueous sodium thiosulfate solution (6 ml) are added to the reaction m... The reactants are N=1C=C(N2C1C=CC=C2)C(=O)NC=2C=C(C=CC2C)C2=NOC(=N2)C2(COC2)NC(OC(C)(C)C)=O (tert-butyl (3-(3-(3-(imidazo[1,2-a]pyridine-3-carboxamido)-4-methylphenyl)-1,2,4-oxadiazol-5-yl)oxetan-3-yl)carbamate), C(=O)(C(F)(F)F)O (TFA). Conditions: time 10 minute. Product: NC1(COC1)C1=NC(=NO1)C=1C=CC(=C(C1)NC(=O)C1=CN=C2N1C=CC=C2)C (N-(5-(5-(3-aminooxetan-3-yl)-1,2,4-oxadiazol-3-yl)-2-methylphenyl)imidazo[1,2-a]pyridine-3-carboxamide), C(=O)(C(F)(F)F)O (TFA). RXN SMILES: [N:1]1[CH:2]=[C:3]([C:10]([NH:12][C:13]2[CH:14]=[C:15]([C:20]3[N:24]=[C:23]([C:25]4([NH:29]C(=O)OC(C)(C)C)[CH2:28][O:27][CH2:26]4)[O:22][N:21]=3)[CH:16]=[CH:17][C:18]=2[CH3:19])=[O:11])[N:4]2[CH:9]=[CH:8][CH:7]=[CH:6][C:5]=12.[C:37]([OH:43])([C:39]([F:42])([F:41])[F:40])=[O:38]>>[NH2:29][C:25]1([C:23]2[O:22][N:21]=[C:20]([C:15]3[CH:16]=[CH:17][C:18]([CH3:19])=[C:13]([NH:12][C:10]([C:3]4[N:4]5[CH:9]=[CH:8][CH:7]=[CH:6][C:5]5=[N:1][CH:2]=4)=[O:11])[CH:14]=3)[N:24]=2)[CH2:26][O:27][CH2:28]1.[C:37]([OH:43])([C:39]([F:42])([F:41])[F:40])=[O:38]. Procedure: (3-(3-(3-(Imidazo[1,2-a]pyridine-3-carboxamido)-4-methylphenyl)-1,2,4-oxadiazol-5-yl)oxetan-3-yl)carbamate (46) (29.5 mg, 0.06 mmol) was dissolved in TFA (0.5 mL) and stirred at room temperature for 10 minutes. Then TFA was removed under vacuum to yield crude N-(5-(5-(3-aminooxetan-3-yl)-1,2,4-oxadiazol-3-yl)-2-methylphenyl)imidazo[1,2-a]pyridine-3-carboxamide (47) as a TFA salt which was used without further purification. MS m/z 391.1 (M+1)+. Starting materials: N(=[N+]=[N-])C(CN1C=NC=C1)C1=NC=C(C=C1)Cl (1-azido-1-(5-chloro-2-pyridyl)-2-(1H-imidazol-1-yl)ethane). The solvent is N1=CC=CC=C1 (pyridine). The product is NC(CN1C=NC=C1)C1=NC=C(C=C1)Cl (1-Amino-1-(5-chloro-2-pyridyl)-2-(1H-imidazol-1-yl)ethane). RXN SMILES: [N:1]([CH:4]([C:11]1[CH:16]=[CH:15][C:14]([Cl:17])=[CH:13][N:12]=1)[CH2:5][N:6]1[CH:10]=[CH:9][N:8]=[CH:7]1)=[N+]=[N-]>N1C=CC=CC=1>[NH2:1][CH:4]([C:11]1[CH:16]=[CH:15][C:14]([Cl:17])=[CH:13][N:12]=1)[CH2:5][N:6]1[CH:10]=[CH:9][N:8]=[CH:7]1. Procedure details: A solution of 0.83 g of 1-azido-1-(5-chloro-2-pyridyl)-2-(1H-imidazol-1-yl)ethane in 4 ml of dry pyridine is stirred under a H2S-atmosphere for 3 hours. The reaction mixture is evaporated, the residue is redissolved in 5 ml of dilute acetic acid (acetic acid/water 1/4) and extracted with ethyl acetate. The combined organic phases are evaporated to give the title product as a yellowish oil. Starting materials: IC=1C=CC=2N(N1)C(=NN2)C(C)C (6-Iodo-3-isopropyl-[1,2,4]triazolo[4,3-b]pyridazine), FC1=C(C=CC(=C1)F)C1=NOC(=C1I)C (3-(2,4-difluorophenyl)-4-iodo-5-methylisoxazole). Yields the product FC1=C(C=CC(=C1)F)C1=NOC(=C1C=1C=CC=2N(N1)C(=NN2)C(C)C)C (2,4-Difluorophenyl-4-(3-isopropyl-[1,2,4]triazolo[4,3-b]pyridazin-6-yl)-5-methylisoxazole). Isolated yield 22.1%. Reaction SMILES: I[C:2]1[CH:3]=[CH:4][C:5]2[N:6]([C:8]([CH:11]([CH3:13])[CH3:12])=[N:9][N:10]=2)[N:7]=1.[F:14][C:15]1[CH:20]=[C:19]([F:21])[CH:18]=[CH:17][C:16]=1[C:22]1[C:26](I)=[C:25]([CH3:28])[O:24][N:23]=1>>[F:14][C:15]1[CH:20]=[C:19]([F:21])[CH:18]=[CH:17][C:16]=1[C:22]1[C:26]([C:2]2[CH:3]=[CH:4][C:5]3[N:6]([C:8]([CH:11]([CH3:13])[CH3:12])=[N:9][N:10]=3)[N:7]=2)=[C:25]([CH3:28])[O:24][N:23]=1. Procedure details: 6-Iodo-3-isopropyl-[1,2,4]triazolo[4,3-b]pyridazine (0.400 g, 1.25 mmol, Preparation #H.1) and 3-(2,4-difluorophenyl)-4-iodo-5-methylisoxazole (0.360 g, 1.25 mmol) were coupled using General Procedure I.1 to provide the title compound (0.098 g, 22%): LC/MS (Table 1, Method g) Rt=2.16 min; MS m/z: 356.0 (M+H)+. The product is FC1=C(C=C(C(=C1)F)F)CC(CC(=O)OC)=O (Methyl 4-(2,4,5-trifluorophenyl)acetoacetate). Run in C1CCOC1 (THF). The reactants are FC1=C(C=C(C(=C1)F)F)CC(=O)O (2,4,5-trifluorophenyl acetic acid), C(=O)(N1C=NC=C1)N1C=NC=C1 (1,1′-carbonyldiimidazole), [Mg+2].CC(C(=O)[O-])C(=O)[O-] (methyl malonic acid magnesium salt). Procedure: To a solution of 2,4,5-trifluorophenyl acetic acid (42.2 g, 222 mmol) in THF (400 mL) was added 1,1′-carbonyldiimidazole (39.5 g, 244 mmol) in portions at 0° C. The mixture was warmed to room temperature for 1 h, stirred at room temperature for another 1 h, and transferred to another flask containing 1.1 equivalent of methyl malonic acid magnesium salt. The stirring was continued for 24 h and quenched with 1N HCl. The mixture was extracted with dichloromethane and the organic phase was washed wi... As a reaction SMILES: [F:1][C:2]1[CH:7]=[C:6]([F:8])[C:5]([F:9])=[CH:4][C:3]=1[CH2:10][C:11]([OH:13])=O.[C:14](N1C=CN=C1)(N1C=CN=C1)=O.[Mg+2].C[CH:28]([C:32]([O-:34])=[O:33])C([O-])=O>C1COCC1>[F:1][C:2]1[CH:7]=[C:6]([F:8])[C:5]([F:9])=[CH:4][C:3]=1[CH2:10][C:11](=[O:13])[CH2:28][C:32]([O:34][CH3:14])=[O:33] |f:2.3|. Isolated yield 77.3%. Reaction conditions: time 1 hour. The product is ClC=1C=C(C=C(C1OCC)Cl)N (3,5-Dichloro-4-ethoxy-phenylamine). Reaction SMILES: FC(F)(F)C(O)=O.C(OC(=O)[NH:14][C:15]1[CH:20]=[C:19]([Cl:21])[C:18]([O:22][CH2:23][CH3:24])=[C:17]([Cl:25])[CH:16]=1)(C)(C)C.C(=O)([O-])[O-].[K+].[K+]>O>[Cl:21][C:19]1[CH:20]=[C:15]([NH2:14])[CH:16]=[C:17]([Cl:25])[C:18]=1[O:22][CH2:23][CH3:24] |f:2.3.4|. Reaction conditions: time 45 minute. Reported procedure: Trifluoroacetic acid (5 mL) is added to solid (3,5-dichloro-4-ethoxy-phenyl)-carbamic acid tert-butyl ester (0.97 g) and the mixture is stirred for approximately 45 minutes at room temperature. Water is then added, and the mixture is cooled in an ice bath and basified with solid potassium carbonate. The solution is extracted three times with ethyl acetate and the combined organic phases are washed with saturated aqueous sodium chloride then dried over anhydrous sodium sulfate. Concentration unde... The solvent is O (Water). Starting materials: FC(C(=O)O)(F)F (Trifluoroacetic acid), C(C)(C)(C)OC(NC1=CC(=C(C(=C1)Cl)OCC)Cl)=O ((3,5-dichloro-4-ethoxy-phenyl)-carbamic acid tert-butyl ester), C([O-])([O-])=O.[K+].[K+] (potassium carbonate). Reactants: N1=C(C=CC=C1)C1CC(CC1)=O (3-(2-pyridyl)cyclopentan-1-one), [BH4-].[Na+] (NaBH4), ice water. Run in CO (MeOH). Reaction conditions: time 2 hour. Product: N1=C(C=CC=C1)[C@H]1C[C@H](CC1)O (cis-3-(2-pyridyl)cyclopentanol). Isolated yield 59.1%. RXN SMILES: [N:1]1[CH:6]=[CH:5][CH:4]=[CH:3][C:2]=1[CH:7]1[CH2:11][CH2:10][C:9](=[O:12])[CH2:8]1.[BH4-].[Na+]>CO>[N:1]1[CH:6]=[CH:5][CH:4]=[CH:3][C:2]=1[C@@H:7]1[CH2:11][CH2:10][C@H:9]([OH:12])[CH2:8]1 |f:1.2|. Procedure: To a solution of 3-(2-pyridyl)cyclopentan-1-one (3.17 g, 19.7 mmol) in MeOH (80 ml) was added portionwise NaBH4 (745 mg. 19.7 mmol) at 0° C., and stirred for 2 h at room temperature. The reaction mixture was poured into ice-water and then extracted with EtOAc. The organic layer was dried over anhyd Na2SO4 followed by the removal of solvent. The crude product was purified by column chromatography (Hexane/EtOAc=1/1→1/3) to yield cis-3-(2-pyridyl)cyclopentanol (1.90 g, 59%) as colorless oil.